This data is from the Open Reaction Database (ORD), a public repository of structured organic reaction records. The task is: describe an organic reaction: reactants, conditions, products, and yield Reactants: CC(C)(C)OC(=O)N1CCC(Nc2ncc(Br)n3ncnc23)CC1, CC1(C)OB(c2ccc3c(c2)CNC3=O)OC1(C)C. The product is CC(C)(C)OC(=O)N1CCC(Nc2ncc(-c3ccc4c(c3)CNC4=O)n3ncnc23)CC1. As a reaction SMILES: [Br:1][c:2]1[cH:3][n:4][c:5]([NH:11][CH:12]2[CH2:13][CH2:14][N:15]([C:18](=[O:19])[O:20][C:21]([CH3:22])([CH3:23])[CH3:24])[CH2:16][CH2:17]2)[c:6]2[n:7]1[n:8][cH:9][n:10]2.[CH3:25][C:26]1([CH3:27])[C:28]([CH3:29])([CH3:30])[O:31][B:32]([c:33]2[cH:34][c:35]3[c:39]([cH:40][cH:41]2)[C:38](=[O:42])[NH:37][CH2:36]3)[O:43]1>>[c:2]1(-[c:33]2[cH:34][c:35]3[c:39]([cH:40][cH:41]2)[C:38](=[O:42])[NH:37][CH2:36]3)[cH:3][n:4][c:5]([NH:11][CH:12]2[CH2:13][CH2:14][N:15]([C:18](=[O:19])[O:20][C:21]([CH3:22])([CH3:23])[CH3:24])[CH2:16][CH2:17]2)[c:6]2[n:7]1[n:8][cH:9][n:10]2. Starting materials: CC(=O)OC1CSC(Oc2cccc(Br)c2)C(OC(C)=O)C1OC(C)=O, Cc1nn(C)c(C)c1B1OC(C)(C)C(C)(C)O1. The product is CC(=O)OC1CSC(Oc2cccc(-c3c(C)nn(C)c3C)c2)C(OC(C)=O)C1OC(C)=O. Reaction SMILES: [C:1]([CH3:2])(=[O:3])[O:4][CH:5]1[CH:6]([O:7][c:8]2[cH:9][c:10]([Br:14])[cH:11][cH:12][cH:13]2)[S:15][CH2:16][CH:17]([O:23][C:24]([CH3:25])=[O:26])[CH:18]1[O:19][C:20]([CH3:21])=[O:22].[CH3:27][C:28]1([CH3:29])[C:30]([CH3:31])([CH3:32])[O:33][B:34]([c:35]2[c:36]([CH3:42])[n:37][n:38]([CH3:41])[c:39]2[CH3:40])[O:43]1>>[C:1]([CH3:2])(=[O:3])[O:4][CH:5]1[CH:6]([O:7][c:8]2[cH:9][c:10](-[c:35]3[c:36]([CH3:42])[n:37][n:38]([CH3:41])[c:39]3[CH3:40])[cH:11][cH:12][cH:13]2)[S:15][CH2:16][CH:17]([O:23][C:24]([CH3:25])=[O:26])[CH:18]1[O:19][C:20]([CH3:21])=[O:22]. Reactants: Oc1ccc(OC(F)(F)F)c(Br)c1, O=C([O-])[O-], CCI, CC(C)=O, [K+], [K+]. The product is CCOc1ccc(OC(F)(F)F)c(Br)c1. RXN SMILES: [Br:1][c:2]1[cH:3][c:4]([OH:13])[cH:5][cH:6][c:7]1[O:8][C:9]([F:10])([F:11])[F:12].[C:17](=[O:18])([O-:19])[O-:20].[CH2:14]([CH3:15])[I:16].[CH3:23][C:24](=[O:25])[CH3:26].[K+:21].[K+:22]>>[Br:1][c:2]1[cH:3][c:4]([O:13][CH2:14][CH3:15])[cH:5][cH:6][c:7]1[O:8][C:9]([F:10])([F:11])[F:12]. The reactants are FC=1C=CC=C2C(=CNC12)C1CCNCC1 (4-(7-fluoroindol-3-yl)-piperidine), FC=1C=CC=C2C(=CNC12)C1=CCNCC1 (4-(7-fluoroindol-3-yl)-1,2,5,6-tetrahydropyridine). The product is FC1=CC=C2C(=CNC2=C1)C1CCNCC1 (4-(6-Fluoroindol-3-yl)piperidine). Reaction SMILES: F[C:2]1[CH:3]=[CH:4][CH:5]=[C:6]2[C:10]=1[NH:9][CH:8]=[C:7]2[CH:11]1[CH2:16][CH2:15][NH:14][CH2:13][CH2:12]1.[F:17]C1C=CC=C2C=1NC=C2C1CCNCC=1>>[F:17][C:3]1[CH:2]=[C:10]2[C:6]([C:7]([CH:11]3[CH2:16][CH2:15][NH:14][CH2:13][CH2:12]3)=[CH:8][NH:9]2)=[CH:5][CH:4]=1. Reported procedure: Similarly prepared was 4-(7-fluoroindol-3-yl)-piperidine from 4-(7-fluoroindol-3-yl)-1,2,5,6-tetrahydropyridine. Starting materials: Clc1ccc2sc(Br)cc2c1, CCOC(C)=O, COCCOC, OB(O)c1ccccc1Cl, [Na+], [Na+], O=C([O-])[O-], O, c1ccc(P(c2ccccc2)(c2ccccc2)[Pd](P(c2ccccc2)(c2ccccc2)c2ccccc2)(P(c2ccccc2)(c2ccccc2)c2ccccc2)P(c2ccccc2)(c2ccccc2)c2ccccc2)cc1. The product is Clc1ccc2sc(-c3ccccc3Cl)cc2c1. As a reaction SMILES: [Br:1][c:2]1[s:3][c:4]2[c:5]([cH:6]1)[cH:7][c:8]([Cl:11])[cH:9][cH:10]2.[CH3:112][CH2:113][O:114][C:115](=[O:116])[CH3:117].[CH3:29][O:30][CH2:31][CH2:32][O:33][CH3:34].[Cl:12][c:13]1[c:14]([B:19]([OH:20])[OH:21])[cH:15][cH:16][cH:17][cH:18]1.[Na+:22].[Na+:23].[O-:24][C:25](=[O:26])[O-:27].[OH2:28].[cH:35]1[cH:36][cH:37][c:38]([P:39]([Pd:40]([P:41]([c:42]2[cH:43][cH:44][cH:45][cH:46][cH:47]2)([c:48]2[cH:49][cH:50][cH:51][cH:52][cH:53]2)[c:54]2[cH:55][cH:56][cH:57][cH:58][cH:59]2)([P:60]([c:61]2[cH:62][cH:63][cH:64][cH:65][cH:66]2)([c:67]2[cH:68][cH:69][cH:70][cH:71][cH:72]2)[c:73]2[cH:74][cH:75][cH:76][cH:77][cH:78]2)[P:79]([c:80]2[cH:81][cH:82][cH:83][cH:84][cH:85]2)([c:86]2[cH:87][cH:88][cH:89][cH:90][cH:91]2)[c:92]2[cH:93][cH:94][cH:95][cH:96][cH:97]2)([c:98]2[cH:99][cH:100][cH:101][cH:102][cH:103]2)[c:104]2[cH:105][cH:106][cH:107][cH:108][cH:109]2)[cH:110][cH:111]1>>[c:2]1(-[c:14]2[c:13]([Cl:12])[cH:18][cH:17][cH:16][cH:15]2)[s:3][c:4]2[c:5]([cH:6]1)[cH:7][c:8]([Cl:11])[cH:9][cH:10]2. The reactants are CO (methanol), C=CC=C (butadiene), C1(=CC=CC=C1)C (toluene), methylaluminoxane, C1(=CC=CC=C1)C (toluene), Cl (hydrochloric acid). The reagents and catalysts are catalyst B, C(C=C)[Ni](CC=C)Br (bisallyl nickel bromide). Run in C1=CC=CCC1 (1,3-cyclohexadiene). Reaction conditions: time 30 minute. The product is C1=CC=CCC1.C=CC=C (cyclohexadiene butadiene). Yield: 73.2%. As a reaction SMILES: [C:1]1(C)[CH:6]=[CH:5][CH:4]=[CH:3][CH:2]=1.[CH2:8]=[CH:9][CH:10]=[CH2:11].CO.Cl>C1CCC=CC=1.C([Ni](Br)CC=C)C=C>[CH:6]1[CH2:5][CH2:4][CH:3]=[CH:2][CH:1]=1.[CH2:8]=[CH:9][CH:10]=[CH2:11] |f:6.7|. Reported procedure: In a glove box, 18 mg of bisallyl nickel bromide (the catalyst B), 0.58 g of methylaluminoxane, and 15 g of toluene were mixed at room temperature under an argon atmosphere to adjust a catalyst solution. In the meantime, 8 g of 1,3-cyclohexadiene and 10 g of butadiene, as monomers, were dissolved into 15 g of toluene at room temperature under an argon atmosphere in a glove box. While this solution was kept to room temperature and was stirred, the total amount thereof was added to the total amoun... Reactants: C(C(C)C)(=O)Cl (isobutyryl chloride), C(CCCCC)C1=CC=C(C=C1)CC(=O)OCC (ethyl 2-(4-hexylphenyl)acetate), solution, C(C)(C)NC(C)C.[Li] (lithiumdiisopropylamine). The solvent is O1CCCC1 (tetrahydrofuran), CCCCCC.O1CCCC1 (hexane tetrahydrofuran). Reaction conditions: temperature -60 celsius, time 1 hour. The product is C(CCCCC)C1=CC=C(C=C1)C(C(=O)OCC)C(C(C)C)=O (ethyl 2-(4-hexylphenyl)-4-methyl-3-oxopentanoate). Isolated yield 70.5%. As a reaction SMILES: [CH2:1]([C:7]1[CH:12]=[CH:11][C:10]([CH2:13][C:14]([O:16][CH2:17][CH3:18])=[O:15])=[CH:9][CH:8]=1)[CH2:2][CH2:3][CH2:4][CH2:5][CH3:6].C(NC(C)C)(C)C.[Li].[C:27](Cl)(=[O:31])[CH:28]([CH3:30])[CH3:29]>O1CCCC1.CCCCCC.O1CCCC1>[CH2:1]([C:7]1[CH:12]=[CH:11][C:10]([CH:13]([C:27](=[O:31])[CH:28]([CH3:30])[CH3:29])[C:14]([O:16][CH2:17][CH3:18])=[O:15])=[CH:9][CH:8]=1)[CH2:2][CH2:3][CH2:4][CH2:5][CH3:6] |f:1.2,5.6,^1:25|. Procedure details: 6.0 g (24 mmol) of ethyl 2-(4-hexylphenyl)acetate was dissolved in 130 mL of dry tetrahydrofuran under a nitrogen atmosphere and cooled to −60° C. After addition of 31.8 mL (36.2 mmol) of 1.14 M solution of lithiumdiisopropylamine in hexane/tetrahydrofuran, the solution was warmed to 0° C. and stirred for 1 hours. The reactuion solution was cooled to −60° C. again and stirred with 3.6 g (34 mmol) of isobutyryl chloride at −60° C. to room temperature for 15 hours. The reaction was quenched with s... The reactants are C(C1=CC=CC=C1)(=O)OCC1CCC(CC1)CN(S(=O)(=O)NC(C1=CC(=CC(=C1)C(F)(F)F)C(F)(F)F)=O)CC1=CC=CC=C1 ((4-{[benzyl({[3,5-bis(trifluoromethyl)benzoyl]amino}sulfonyl)amino]methyl}cyclohexyl)methyl benzoate), C(C1=CC=CC=C1)N=C=O (benzyl isocyanate), C(C1=CC=CC=C1)(=O)Cl (benzoyl chloride). Yields the product C(C1=CC=CC=C1)NC(OCC1CCC(CC1)CN(S(=O)(=O)NC(C1=CC(=CC(=C1)C(F)(F)F)C(F)(F)F)=O)CC1=CC=CC=C1)=O ((4-{[benzyl({[3,5-bis(trifluoromethyl)benzoyl]amino}sulfonyl)amino]methyl}cyclohexyl)methyl benzylcarbamate). Reaction SMILES: [C:1]([O:9][CH2:10][CH:11]1[CH2:16][CH2:15][CH:14]([CH2:17][N:18]([CH2:39][C:40]2[CH:45]=[CH:44][CH:43]=[CH:42][CH:41]=2)[S:19]([NH:22][C:23](=[O:38])[C:24]2[CH:29]=[C:28]([C:30]([F:33])([F:32])[F:31])[CH:27]=[C:26]([C:34]([F:37])([F:36])[F:35])[CH:25]=2)(=[O:21])=[O:20])[CH2:13][CH2:12]1)(=[O:8])C1C=CC=CC=1.[CH2:46]([N:53]=C=O)[C:47]1[CH:52]=[CH:51][CH:50]=[CH:49][CH:48]=1.C(Cl)(=O)C1C=CC=CC=1>>[CH2:46]([NH:53][C:1](=[O:8])[O:9][CH2:10][CH:11]1[CH2:12][CH2:13][CH:14]([CH2:17][N:18]([CH2:39][C:40]2[CH:41]=[CH:42][CH:43]=[CH:44][CH:45]=2)[S:19]([NH:22][C:23](=[O:38])[C:24]2[CH:25]=[C:26]([C:34]([F:37])([F:36])[F:35])[CH:27]=[C:28]([C:30]([F:32])([F:31])[F:33])[CH:29]=2)(=[O:21])=[O:20])[CH2:15][CH2:16]1)[C:47]1[CH:52]=[CH:51][CH:50]=[CH:49][CH:48]=1. Procedure: Following procedure to make (5), benzyl isocyanate was substituted for benzoyl chloride to give the title compound after purification. 1H NMR: (500 MHz, DMSO-d6): δ 12.43 (s, 1H), 8.45 (s, 2H), 8.31 (s, 1H), 7.58 (t, 1H), 7.35 (d, 2H), 7.27 (t, 4H), 7.19 (t, 3H), 4.48 (s, 2H), 4.13 (d, 2H), 3.68 (d, 2H), 3.30 (water), 3.12 (d, 2H), 2.48 (DMSO), 1.62 (m, 4H), 1.45 (m, 1H), 1.37 (m, 1H), 0.63 (m, 4H). The reactants are CC(C)(C)c1cccc(C(C)(C)C)c1O, CS(C)=O, O=[N+]([O-])c1ccc(Cl)cc1, [Na+], [OH-]. Yields the product CC(C)(C)c1cc(-c2ccc([N+](=O)[O-])cc2)cc(C(C)(C)C)c1O. As a reaction SMILES: [C:1]([CH3:2])([CH3:3])([CH3:4])[c:5]1[c:6]([OH:15])[c:7]([C:11]([CH3:12])([CH3:13])[CH3:14])[cH:8][cH:9][cH:10]1.[CH3:28][S:29]([CH3:30])=[O:31].[Cl:18][c:19]1[cH:20][cH:21][c:22]([N+:25](=[O:26])[O-:27])[cH:23][cH:24]1.[Na+:17].[OH-:16]>>[C:1]([CH3:2])([CH3:3])([CH3:4])[c:5]1[c:6]([OH:15])[c:7]([C:11]([CH3:12])([CH3:13])[CH3:14])[cH:8][c:9](-[c:19]2[cH:20][cH:21][c:22]([N+:25](=[O:26])[O-:27])[cH:23][cH:24]2)[cH:10]1.